Task: describe an organic reaction: reactants, conditions, products, and yield. Dataset: the Open Reaction Database (ORD), a public repository of structured organic reaction records Procedure details: Analogous reaction of “A10a” with piperazin-2-one via 2,4-bisbenzyloxy-N-butyl-N-methyl-5-{5-[2-(3-oxopiperazin-1-yl)ethoxy]-1,3-dihydroisoindole-2-carbonyl}benzamide gives the compound N-butyl-N-methyl-5-{5-[2-(3-oxopiperazin-1-yl)ethoxy]-1,3-dihydroisoindole-2-carbonyl}benzamide (“A15”) As a reaction SMILES: N1CCNCC1=O.C(O[C:16]1[CH:29]=[C:28](OCC2C=CC=CC=2)[C:27]([C:38]([N:40]2[CH2:48][C:47]3[C:42](=[CH:43][CH:44]=[C:45]([O:49][CH2:50][CH2:51][N:52]4[CH2:57][CH2:56][NH:55][C:54](=[O:58])[CH2:53]4)[CH:46]=3)[CH2:41]2)=[O:39])=[CH:26][C:17]=1[C:18]([N:20]([CH2:22][CH2:23][CH2:24][CH3:25])[CH3:21])=[O:19])C1C=CC=CC=1>>[CH2:22]([N:20]([CH3:21])[C:18](=[O:19])[C:17]1[CH:26]=[C:27]([C:38]([N:40]2[CH2:48][C:47]3[C:42](=[CH:43][CH:44]=[C:45]([O:49][CH2:50][CH2:51][N:52]4[CH2:57][CH2:56][NH:55][C:54](=[O:58])[CH2:53]4)[CH:46]=3)[CH2:41]2)=[O:39])[CH:28]=[CH:29][CH:16]=1)[CH2:23][CH2:24][CH3:25]. The reactants are N1C(CNCC1)=O (piperazin-2-one), C(C1=CC=CC=C1)OC1=C(C(=O)N(C)CCCC)C=C(C(=C1)OCC1=CC=CC=C1)C(=O)N1CC2=CC=C(C=C2C1)OCCN1CC(NCC1)=O (2,4-bisbenzyloxy-N-butyl-N-methyl-5-{5-[2-(3-oxopiperazin-1-yl)ethoxy]-1,3-dihydroisoindole-2-carbonyl}benzamide). Yields the product C(CCC)N(C(C1=CC=CC(=C1)C(=O)N1CC2=CC=C(C=C2C1)OCCN1CC(NCC1)=O)=O)C (N-butyl-N-methyl-5-{5-[2-(3-oxopiperazin-1-yl)ethoxy]-1,3-dihydroisoindole-2-carbonyl}benzamide). Reactants: C(C)(C)(C)OC(=O)N1CCC=2C3=C(N=CC2C1)NN=C3C3=CC(=CC=C3)CNC(=O)OC(C)(C)C (1-[3-(tert-butoxycarbonylamino-methyl)-phenyl]-3,6,8,9-tetrahydro-pyrazolo[3,4-c][2,7]naphthyridine-7-carboxylic acid tert-butyl ester), FC(C(=O)O)(F)F (trifluoroacetic acid). Solvent: ClCCl (dichloromethane). Conditions: time 2 hour. Yields the product C1(=NNC=2N=CC=3CNCCC3C21)C=2C=C(CN)C=CC2 (3-(6,7,8,9-tetrahydro-3H-pyrazolo[3,4-c][2,7]naphthyridin-1-yl)-benzylamine), C(=O)(C(F)(F)F)O (TFA). Reaction SMILES: C(OC([N:8]1[CH2:17][C:16]2[CH:15]=[N:14][C:13]3[NH:18][N:19]=[C:20]([C:21]4[CH:26]=[CH:25][CH:24]=[C:23]([CH2:27][NH:28]C(OC(C)(C)C)=O)[CH:22]=4)[C:12]=3[C:11]=2[CH2:10][CH2:9]1)=O)(C)(C)C.[F:36][C:37]([F:42])([F:41])[C:38]([OH:40])=[O:39]>ClCCl>[C:20]1([C:21]2[CH:22]=[C:23]([CH:24]=[CH:25][CH:26]=2)[CH2:27][NH2:28])[C:12]2[C:11]3[CH2:10][CH2:9][NH:8][CH2:17][C:16]=3[CH:15]=[N:14][C:13]=2[NH:18][N:19]=1.[C:38]([OH:40])([C:37]([F:42])([F:41])[F:36])=[O:39]. Reported procedure: To a solution of 1-[3-(tert-butoxycarbonylamino-methyl)-phenyl]-3,6,8,9-tetrahydro-pyrazolo[3,4-c][2,7]naphthyridine-7-carboxylic acid tert-butyl ester (0.07 g, 0.14 mmol) in dichloromethane (5 mL) was added trifluoroacetic acid (1 mL). The mixture was stirred at room temperature for 2 hours. The solvent was removed under reduced pressure and purified by reverse phase HPLC to give the desired product, 3-(6,7,8,9-tetrahydro-3H-pyrazolo[3,4-c][2,7]naphthyridin-1-yl)-benzylamine as a bis TFA salt a... Reactants: O=C1CCC(=O)N1Br, Cc1ccc(C2=NOC(c3cc(Cl)cc(Cl)c3)(C(F)(F)F)C2)cc1, CC(Cl)Cl. Product: FC(F)(F)C1(c2cc(Cl)cc(Cl)c2)CC(c2ccc(CBr)cc2)=NO1. RXN SMILES: [Br:25][N:26]1[C:27](=[O:28])[CH2:29][CH2:30][C:31]1=[O:32].[Cl:1][c:2]1[cH:3][c:4]([C:9]2([C:21]([F:22])([F:23])[F:24])[CH2:10][C:11]([c:14]3[cH:15][cH:16][c:17]([CH3:20])[cH:18][cH:19]3)=[N:12][O:13]2)[cH:5][c:6]([Cl:8])[cH:7]1.[Cl:33][CH:34]([Cl:35])[CH3:36]>>[Cl:1][c:2]1[cH:3][c:4]([C:9]2([C:21]([F:22])([F:23])[F:24])[CH2:10][C:11]([c:14]3[cH:15][cH:16][c:17]([CH2:20][Br:25])[cH:18][cH:19]3)=[N:12][O:13]2)[cH:5][c:6]([Cl:8])[cH:7]1.